From a dataset of the Open Reaction Database (ORD), a public repository of structured organic reaction records. describe an organic reaction: reactants, conditions, products, and yield Reactants: Cl.N1CC(C1)OC(C1=CC=CC=C1)=O (azetidin-3-ylbenzoate hydrochloride), BrC1=CC=CC=C1 (bromobenzene), CC1(C2=C(C(=CC=C2)P(C3=CC=CC=C3)C4=CC=CC=C4)OC5=C(C=CC=C51)P(C6=CC=CC=C6)C7=CC=CC=C7)C (Xantphos), CC(C)([O-])C.[Na+] (sodium tert-butoxide). Reagents/catalysts: C=1C=CC(=CC1)/C=C/C(=O)/C=C/C2=CC=CC=C2.C=1C=CC(=CC1)/C=C/C(=O)/C=C/C2=CC=CC=C2.C=1C=CC(=CC1)/C=C/C(=O)/C=C/C2=CC=CC=C2.[Pd].[Pd] (Pd2(dba)3). Run in C1(=CC=CC=C1)C (toluene). Reaction conditions: time 1 hour. Yields the product C1(=CC=CC=C1)N1CC(C1)O (1-phenylazetidin-3-ol). The yield is 31.3%. RXN SMILES: Cl.[NH:2]1[CH2:5][CH:4]([O:6]C(=O)C2C=CC=CC=2)[CH2:3]1.Br[C:16]1[CH:21]=[CH:20][CH:19]=[CH:18][CH:17]=1.CC1(C)C2C(=C(P(C3C=CC=CC=3)C3C=CC=CC=3)C=CC=2)OC2C(P(C3C=CC=CC=3)C3C=CC=CC=3)=CC=CC1=2.CC(C)([O-])C.[Na+]>C1(C)C=CC=CC=1.C1C=CC(/C=C/C(/C=C/C2C=CC=CC=2)=O)=CC=1.C1C=CC(/C=C/C(/C=C/C2C=CC=CC=2)=O)=CC=1.C1C=CC(/C=C/C(/C=C/C2C=CC=CC=2)=O)=CC=1.[Pd].[Pd]>[C:16]1([N:2]2[CH2:5][CH:4]([OH:6])[CH2:3]2)[CH:21]=[CH:20][CH:19]=[CH:18][CH:17]=1 |f:0.1,4.5,7.8.9.10.11|. Procedure: A suspension of azetidin-3-ylbenzoate hydrochloride (600 mg), bromobenzene (530 mg), Pd2(dba)3 (129 mg), Xantphos (134 mg) and sodium tert-butoxide (515 mg) in toluene (12 mL) was irradiated with microwave at 150° C. for 30 min under an argon atmosphere. The reaction mixture was filtered and concentrated under reduced pressure. The residue was dissolved in ethanol (12 mL), and 1N aqueous sodium hydroxide solution (3 mL) was added. The reaction mixture was stirred at room temperature for 1 hr, wa...